From a dataset of the Open Reaction Database (ORD), a public repository of structured organic reaction records. describe an organic reaction: reactants, conditions, products, and yield The reactants are C(C)(=O)NC1=C(NC2=CC(=CC=C12)[N+](=O)[O-])C(C1=CC=CC=C1)=O (3-Acetylamino-2-benzoyl-6-nitroindole). Reagents/catalysts: [Pd] (palladium on activated carbon). Solvent: C(C)O (ethanol). The product is C(C)(=O)NC1=C(NC2=CC(=CC=C12)N)C(C1=CC=CC=C1)=O (3-Acetylamino-6-amino-2-benzoylindole). The yield is 51.7%. As a reaction SMILES: [C:1]([NH:4][C:5]1[C:13]2[C:8](=[CH:9][C:10]([N+:14]([O-])=O)=[CH:11][CH:12]=2)[NH:7][C:6]=1[C:17](=[O:24])[C:18]1[CH:23]=[CH:22][CH:21]=[CH:20][CH:19]=1)(=[O:3])[CH3:2]>[Pd].C(O)C>[C:1]([NH:4][C:5]1[C:13]2[C:8](=[CH:9][C:10]([NH2:14])=[CH:11][CH:12]=2)[NH:7][C:6]=1[C:17](=[O:24])[C:18]1[CH:23]=[CH:22][CH:21]=[CH:20][CH:19]=1)(=[O:3])[CH3:2]. Procedure details: 3-Acetylamino-2-benzoyl-6-nitroindole (Example 152, 180 mg. 0.56 mmol) was hydrogenolyzed in the presence of palladium on activated carbon (5%, 18 mg) in ethanol (30 ml) at atmospheric pressure for 4 h. Catalyst was removed by filtration and the filtrate was concentrated. The residue was purified by flash column chromatography eluting with 0 to 50% ethyl acetate in hexanes and the product recrystallized from a mixture of methanol/ethyl acetate/hexane to give 85 mg of the title compound. m.p.: 21... As a reaction SMILES: [Al+3:15].[C:1]([CH3:2])(=[O:3])[N:4]1[CH:5]([CH3:13])[CH2:6][c:7]2[cH:8][cH:9][cH:10][cH:11][c:12]21.[CH3:18][C:19]([Cl:20])=[O:21].[Cl-:14].[Cl-:16].[Cl-:17].[S:22]=[C:23]=[S:24]>>[C:1]([CH3:2])(=[O:3])[N:4]1[CH:5]([CH3:13])[CH2:6][c:7]2[cH:8][c:9]([C:19]([CH3:18])=[O:21])[cH:10][cH:11][c:12]21. Yields the product CC(=O)c1ccc2c(c1)CC(C)N2C(C)=O. The reactants are [Al+3], CC(=O)N1c2ccccc2CC1C, CC(=O)Cl, [Cl-], [Cl-], [Cl-], S=C=S.